Dataset: the Open Reaction Database (ORD), a public repository of structured organic reaction records. Task: describe an organic reaction: reactants, conditions, products, and yield Reactants: [Mg] (magnesium), ice water, CCOCC (ether), CI (methyl iodide), 19.6, CC1=C(C=CC=C1Br)C#N (3'-bromo-2'-methylbenzonitrile), CCOCC (ether). Reaction conditions: temperature 0 celsius, time 20 hour. The product is BrC=1C(=C(C=CC1)C(C)=O)C (3'-bromo-2'-methylacetophenone). Reaction SMILES: [Mg].CI.[CH3:4][C:5]1[C:10]([Br:11])=[CH:9][CH:8]=[CH:7][C:6]=1C#N.CC[O:16][CH2:17][CH3:18]>>[Br:11][C:10]1[C:5]([CH3:4])=[C:6]([C:17](=[O:16])[CH3:18])[CH:7]=[CH:8][CH:9]=1. Procedure: To a stirred and refluxing Grignard-complex, previously prepared starting from 7.3 parts of magnesium, 52.6 parts of methyl iodide in 160 parts of ether, is added dropwise a solution of 19.6 parts of 3'-bromo-2'-methylbenzonitrile in 40 parts of ether. Upon completion, stirring at reflux is continued for 20 hours. The reaction mixture is cooled to 0° C and poured onto 500 parts of ice-water while stirring vigorously. The ethereal phase is separated, dried and evaporated. The residue is boiled in... Reactants: Oc1ccc(Br)cc1, CC(=O)OC12CC3CC(CC(C3)C1)C2, CCCCCCC, CCO, O, O=S(=O)(O)O. The product is Oc1ccc(Br)cc1C12CC3CC(CC(C3)C1)C2. RXN SMILES: [Br:27][c:28]1[cH:29][cH:30][c:31]([OH:34])[cH:32][cH:33]1.[C:1]([O:2][C:5]12[CH2:6][CH:7]3[CH2:8][CH:9]([CH2:10][CH:11]([CH2:12]1)[CH2:13]3)[CH2:14]2)(=[O:3])[CH3:4].[CH3:15][CH2:16][CH2:17][CH2:18][CH2:19][CH2:20][CH3:21].[CH3:36][CH2:37][OH:38].[OH2:35].[S:22](=[O:23])(=[O:24])([OH:25])[OH:26]>>[C:5]12([c:32]3[c:31]([OH:34])[cH:30][cH:29][c:28]([Br:27])[cH:33]3)[CH2:6][CH:7]3[CH2:8][CH:9]([CH2:10][CH:11]([CH2:12]1)[CH2:13]3)[CH2:14]2. The reactants are CC(=O)OCc1c(Br)cccc1[N+](=O)[O-], [K+], [OH-], O. Product: O=[N+]([O-])c1cccc(Br)c1CO. RXN SMILES: [Br:1][c:2]1[c:3]([CH2:4][O:5][C:6](=[O:7])[CH3:8])[c:9]([N+:13](=[O:14])[O-:15])[cH:10][cH:11][cH:12]1.[K+:17].[OH-:16].[OH2:18]>>[Br:1][c:2]1[c:3]([CH2:4][OH:5])[c:9]([N+:13](=[O:14])[O-:15])[cH:10][cH:11][cH:12]1. Starting materials: C(C)OC(C)=O (ethylacetate), C(C)N(C(C)C)C(C)C (N-ethyldiisopropylamine), C(C)(C)N(P(=O)(C)Cl)C(C)C (N,N-diisopropylmethylphosphonamidic chloride), OCCN1C(CNCC1)C1=C(C=2C(C3=CC=CC=C3C(C2C(=C1)C)=O)=O)C (1-[2-hydroxyethyl)piperazinyl-1,4-dimethylanthraquinone). Run in C(Cl)Cl (CH2Cl2). Reaction conditions: time 30 minute. Yields the product CC1=C(C=2C(C3=CC=CC=C3C(C2C=C1)=O)=O)C.P(ON1CCNCC1)([O-])N (dimethylanthraquinone piperazinyl phosphoramidite). RXN SMILES: OCC[N:4]1[CH2:9][CH2:8][NH:7][CH2:6][CH:5]1[C:10]1[CH:23]=[C:22](C)[C:21]2[C:20](=[O:25])[C:19]3[C:14](=[CH:15][CH:16]=[CH:17][CH:18]=3)[C:13](=[O:26])[C:12]=2[C:11]=1[CH3:27].C(N(C(C)C)C(C)C)C.C([N:40](C(C)C)[P:41](Cl)(C)=[O:42])(C)C.C([O:50]C(=O)C)C>C(Cl)Cl>[CH3:5][C:10]1[CH:23]=[CH:22][C:21]2[C:20](=[O:25])[C:19]3[C:14](=[CH:15][CH:16]=[CH:17][CH:18]=3)[C:13](=[O:26])[C:12]=2[C:11]=1[CH3:27].[P:41]([NH2:40])([O-:42])[O:50][N:4]1[CH2:9][CH2:8][NH:7][CH2:6][CH2:5]1 |f:5.6|. Procedure details: 1-(1-[2-hydroxyethyl)piperazinyl-1,4-dimethylanthraquinone (1 mmol) is dissolved in CH2Cl2 (2 mL), and N-ethyldiisopropylamine (760 μL, 4 mmol) and N,N-diisopropylmethylphosphonamidic chloride (194 μL, 1 mmol) are added. After 30 min., the solution is poured into ethylacetate (5 mL, previously washed with 2×5 mL of 5% NaHCO3, and 2×5 mL of saturated NaCl). The ethylacetate phase is dried over Na2SO4 and evaporated to an oil, N-1,4-dimethylanthraquinonyl-O-methoxydiisopropylamino phosphite 1-(2-h... The reactants are C1(=CC=CC=C1)OC (Anisole), BrCCCCCC(=O)Cl (6-bromohexanoyl chloride), [Cl-].[Al+3].[Cl-].[Cl-] (aluminium chloride), C(C)[SiH](CC)CC (Triethylsilane). Run in ClCCl (dichloromethane), ClCCl (dichloromethane), ClCCl (dichloromethane). Run at time 30 minute. Product: BrCCCCCCC1=CC=C(C=C1)OC (6-Bromo-1-(4-methoxyphenyl)hexane). Yield: 33.8%. Reaction SMILES: [Br:1][CH2:2][CH2:3][CH2:4][CH2:5][CH2:6][C:7](Cl)=O.[Cl-].[Al+3].[Cl-].[Cl-].[C:14]1([O:20][CH3:21])[CH:19]=[CH:18][CH:17]=[CH:16][CH:15]=1.C([SiH](CC)CC)C>ClCCl>[Br:1][CH2:2][CH2:3][CH2:4][CH2:5][CH2:6][CH2:7][C:17]1[CH:18]=[CH:19][C:14]([O:20][CH3:21])=[CH:15][CH:16]=1 |f:1.2.3.4|. Reported procedure: A solution of 6-bromohexanoyl chloride (50 g, 0.2 mol) in dry dichloromethane (40 ml) was added dropwise over 5 minutes to a suspension of aluminium chloride (31 g, 0.2 mol) in dry dichloromethane (100 ml), keeping the temperature between 20-23° C. The mixture was stirred for 30 minutes at room temperature to give a yellow solution. Anisole (23 g, 0.2 mol) in dry dichloromethane (30 ml) was added and stirred for 20 hours at room temperature. Triethylsilane (59.9 g, 0.515 mol) was added over 10 m... Starting materials: CCOC(=O)c1onc(OCC)c1CBr, O=C1NC(=O)c2ccccc21, [K], CN(C)C=O. The product is CCOC(=O)c1onc(OCC)c1CN1C(=O)c2ccccc2C1=O. RXN SMILES: [Br:1][CH2:2][c:3]1[c:4]([O:13][CH2:14][CH3:15])[n:5][o:6][c:7]1[C:8](=[O:9])[O:10][CH2:11][CH3:12].[C:16]1(=[O:26])[c:17]2[c:18]([cH:22][cH:23][cH:24][cH:25]2)[C:19](=[O:21])[NH:20]1.[K:27].[O:28]=[CH:29][N:30]([CH3:31])[CH3:32]>>[CH2:2]([c:3]1[c:4]([O:13][CH2:14][CH3:15])[n:5][o:6][c:7]1[C:8](=[O:9])[O:10][CH2:11][CH3:12])[N:20]1[C:16](=[O:26])[c:17]2[c:18]([cH:22][cH:23][cH:24][cH:25]2)[C:19]1=[O:21]. Reactants: 644.4, BrC1=C(C(=CC(=C1)C1=C2C=CC=CC2=C(C2=C1C1=C(S2)C=CC=C1)C)Br)O (2,6-Dibromo-4-(6-methyl-benzo[b]naphtho[2,3-d]thiophen-11-yl)-phenol), O[C@H](C(=O)OC)CC1=CC=CC=C1 ((S)-2-Hydroxy-3-phenylpropionic acid, methyl ester), 645.5, 643.6, 647.7. The solvent is C(Cl)(Cl)Cl (CHCl3). Yields the product BrC1=C(OC(C(=O)O)CC2=CC=CC=C2)C(=CC(=C1)C1=C2C=CC=CC2=C(C2=C1C1=C(S2)C=CC=C1)C)Br (2,6-Dibromo-4-(6-methyl-benzo[b]naphtho[2,3-d]thiophen-11-yl)-phenoxyl-3-phenyl-propionic acid). RXN SMILES: [Br:1][C:2]1[CH:7]=[C:6]([C:8]2[C:17]3[C:18]4[CH:24]=[CH:23][CH:22]=[CH:21][C:19]=4[S:20][C:16]=3[C:15]([CH3:25])=[C:14]3[C:9]=2[CH:10]=[CH:11][CH:12]=[CH:13]3)[CH:5]=[C:4]([Br:26])[C:3]=1[OH:27].O[C@@H:29]([CH2:34][C:35]1[CH:40]=[CH:39][CH:38]=[CH:37][CH:36]=1)[C:30]([O:32]C)=[O:31]>C(Cl)(Cl)Cl>[Br:1][C:2]1[CH:7]=[C:6]([C:8]2[C:17]3[C:18]4[CH:24]=[CH:23][CH:22]=[CH:21][C:19]=4[S:20][C:16]=3[C:15]([CH3:25])=[C:14]3[C:9]=2[CH:10]=[CH:11][CH:12]=[CH:13]3)[CH:5]=[C:4]([Br:26])[C:3]=1[O:27][CH:29]([CH2:34][C:35]1[CH:40]=[CH:39][CH:38]=[CH:37][CH:36]=1)[C:30]([OH:32])=[O:31]. Procedure details: Prepared from 2,6-dibromo-4-(6-methyl-benzo[b]naphtho[2,3-d]thiophen- 11-yl)-phenol (Example 62) and (S)-2-hydroxy-3-phenylpropionic acid, methyl ester (Example 96). White solid: mp 117-122° C.: [a]D25=+34.13° (9.963 mg/mL CHCl3); NMR (DMSO-d6): δ8.17 (d, J=8 Hz, 1 H), 7.81 (d, J=8 Hz, 1 H), 7.63-7.58 (m, 1 H), 7.57 (dd, J=6, 2 Hz, 2 H), 7.52-7.46 (m, 2 H), 7.42-7.38 (m, 3 H), 7.37-7.28 (m, 3 H), 7.16-7.10 (dt, J=1, 6 Hz, 1 H), 6.76 (d, J=8 Hz, 1 H), 5.45 (t, J=7 Hz, 1 H, CH), 3.59 (d, J=7 Hz, 2...